From a dataset of the Open Reaction Database (ORD), a public repository of structured organic reaction records. describe an organic reaction: reactants, conditions, products, and yield The reactants are COCCOc1c([N+](=O)[O-])ccc(C(=O)OC)c1C, C[S-], CCOC(C)=O, [Na+], CN(C)C=O. Product: COCCOc1c(SC)ccc(C(=O)OC)c1C. As a reaction SMILES: [CH3:1][O:2][CH2:3][CH2:4][O:5][c:6]1[c:7]([CH3:19])[c:8]([C:9](=[O:10])[O:11][CH3:12])[cH:13][cH:14][c:15]1[N+:16]([O-:17])=[O:18].[CH3:20][S-:21].[CH3:23][CH2:24][O:25][C:26](=[O:27])[CH3:28].[Na+:22].[O:29]=[CH:30][N:31]([CH3:32])[CH3:33]>>[CH3:1][O:2][CH2:3][CH2:4][O:5][c:6]1[c:7]([CH3:19])[c:8]([C:9](=[O:10])[O:11][CH3:12])[cH:13][cH:14][c:15]1[S:21][CH3:20]. Starting materials: CN1N=CC(=C1)B1OC(C)(C)C(C)(C)O1 (1-methyl-1H-pyrazole-4-boronic acid pinacol ester), BrC=1C=C(N)C=CC1 (3-bromoaniline), [O-]P(=O)([O-])[O-].[K+].[K+].[K+] (K3PO4), C1(CCCCC1)P(C1CCCCC1)C1CCCCC1 (PCy3). The reagents and catalysts are C=1C=CC(=CC1)/C=C/C(=O)/C=C/C2=CC=CC=C2.C=1C=CC(=CC1)/C=C/C(=O)/C=C/C2=CC=CC=C2.C=1C=CC(=CC1)/C=C/C(=O)/C=C/C2=CC=CC=C2.[Pd].[Pd] (Pd2(dba)3). Run in O1CCOCC1 (dioxane). Yields the product CN1N=CC(=C1)C=1C=C(C=CC1)N (3-(1-methyl-1H-pyrazol-4-yl)-phenylamine). Yield: 94.0%. Reaction SMILES: [CH3:1][N:2]1[CH:6]=[C:5](B2OC(C)(C)C(C)(C)O2)[CH:4]=[N:3]1.Br[C:17]1[CH:18]=[C:19]([CH:21]=[CH:22][CH:23]=1)[NH2:20].[O-]P([O-])([O-])=O.[K+].[K+].[K+].C1(P(C2CCCCC2)C2CCCCC2)CCCCC1>O1CCOCC1.C1C=CC(/C=C/C(/C=C/C2C=CC=CC=2)=O)=CC=1.C1C=CC(/C=C/C(/C=C/C2C=CC=CC=2)=O)=CC=1.C1C=CC(/C=C/C(/C=C/C2C=CC=CC=2)=O)=CC=1.[Pd].[Pd]>[CH3:1][N:2]1[CH:6]=[C:5]([C:17]2[CH:18]=[C:19]([NH2:20])[CH:21]=[CH:22][CH:23]=2)[CH:4]=[N:3]1 |f:2.3.4.5,8.9.10.11.12|. Reported procedure: 1-methyl-1H-pyrazole-4-boronic acid pinacol ester (0.098 g, 0.639 mmol) and 3-bromoaniline (0.063 mL, 0.581 mmol) were combined in dioxane (2 mL) in a flame-dried, round-bottom flask. K3PO4 (1.27M, 0.778 mL, 0.99 mmol), PCy3 (0.004 g, 0.014 mmol), and Pd2(dba)3 (0.005 g, 0.006 mmol) were added to the stirred solution. The reaction was refluxed overnight under argon flow, and subsequently cooled to room temperature. The solvent was removed under vacuum and the resulting residue was resuspended in... Reactants: OC(c1ccc(C(F)(F)F)cc1)C1CCCCC1N1CCC1, [Na+], [OH-], O=S(=O)(O)O. Yields the product FC(F)(F)c1ccc(C=C2CCCCC2N2CCC2)cc1. As a reaction SMILES: [F:1][C:2]([c:3]1[cH:4][cH:5][c:6]([CH:9]([CH:10]2[CH:11]([N:16]3[CH2:17][CH2:18][CH2:19]3)[CH2:12][CH2:13][CH2:14][CH2:15]2)[OH:20])[cH:7][cH:8]1)([F:21])[F:22].[Na+:29].[OH-:28].[S:23](=[O:24])(=[O:25])([OH:26])[OH:27]>>[F:1][C:2]([c:3]1[cH:4][cH:5][c:6]([CH:9]=[C:10]2[CH:11]([N:16]3[CH2:17][CH2:18][CH2:19]3)[CH2:12][CH2:13][CH2:14][CH2:15]2)[cH:7][cH:8]1)([F:21])[F:22].